Dataset: the Open Reaction Database (ORD), a public repository of structured organic reaction records. Task: describe an organic reaction: reactants, conditions, products, and yield Reaction SMILES: [Br:1][C:2]1[CH:7]=[CH:6][C:5]([OH:8])=[C:4]([N+:9]([O-:11])=[O:10])[CH:3]=1.[CH2:12](Br)[C:13]1[CH:18]=[CH:17][CH:16]=[CH:15][CH:14]=1.C(=O)([O-])[O-].[Cs+].[Cs+]>CN(C=O)C>[Br:1][C:2]1[CH:7]=[CH:6][C:5]([O:8][CH2:12][C:13]2[CH:18]=[CH:17][CH:16]=[CH:15][CH:14]=2)=[C:4]([N+:9]([O-:11])=[O:10])[CH:3]=1 |f:2.3.4|. The product is BrC1=CC(=C(OCC2=CC=CC=C2)C=C1)[N+](=O)[O-] (1-((4-Bromo-2-nitrophenoxy)methyl)benzene). The yield is 99.0%. Procedure details: To a solution of 4-bromo-2-nitrophenol 13.A (1.00 g, 4.59 mmol, available from Aldrich) and benzyl bromide (0.55 mL, 5.05 mmol) in DMF (10 mL) was added cesium carbonate (2.2 g, 6.9 mmol). The mixture was stirred overnight at room temperature and then partitioned between AcOEt and water. The organic phase was concentrated to afford 1-((4-bromo-2-nitrophenoxy)methyl)benzene 13.B (1.40 g, 99% yield) which was used in the next step without any further purification. Run at time 8 hour. Solvent: CN(C)C=O (DMF). Reactants: BrC1=CC(=C(C=C1)O)[N+](=O)[O-] (4-bromo-2-nitrophenol), C(C1=CC=CC=C1)Br (benzyl bromide), C([O-])([O-])=O.[Cs+].[Cs+] (cesium carbonate). The solvent is C1(=CC=CC=C1)C (toluene), C(C)(C)(C)OC(N(C)C)OC(C)(C)C (dimethylformamide di-t-butyl acetal), CCOCC (ether). RXN SMILES: [CH3:1][O:2][C:3](=[O:20])[CH:4](NC(OC(C)(C)C)=O)[CH2:5][C:6]1[CH:11]=[CH:10][CH:9]=[CH:8][CH:7]=1>C1(C)C=CC=CC=1.C(OC(OC(C)(C)C)N(C)C)(C)(C)C.CCOCC>[CH3:1][O:2][C:3](=[O:20])[CH2:4][CH2:5][C:6]1[CH:7]=[CH:8][CH:9]=[CH:10][CH:11]=1. Starting materials: COC(C(CC1=CC=CC=C1)NC(=O)OC(C)(C)C)=O (alpha-[[(1,1-dimethylethoxy)carbonyl]amino]benzenepropanoic acid methyl ester). Procedure: A solution of 3.50 g of (S)-4-carboxymethyl)alpha-[[(1,1-dimethylethoxy)carbonyl]amino]benzenepropanoic acid methyl ester in 40 mL of dry toluene and 10 mL of dimethylformamide di-t-butyl acetal was heated to a bath temperature of 80° C. for 4 hours. After cooling, the mixture was diluted with 100 mL of ether and was washed with water and saturated sodium chloride solution and was dried over magnesium sulfate. The residue obtained after filtration and evaporation was chromatographed over 150 g o... Product: COC(CCC1=CC=CC=C1)=O (benzenepropanoic acid methyl ester). Starting materials: ClC=1C=C(C=CC1F)C1=CN=C2N1C=CC(=C2F)C(C)(C)O (2-[3-(3-Chloro-4-fluorophenyl)-8-fluoroimidazo[1,2-α]pyridin-7-yl]-propan-2-ol), C(=O)C1=CC=C(C=C1)B(O)O (4-formylbenzeneboronic acid). The product is FC1=C(C=C(C=C1)C1=CN=C2N1C=CC(=C2F)C(C)(C)O)C2=CC=C(C=C2)C=O (2′-fluoro-5′-[8-fluoro-7-(1-hydroxy-1-methylethyl)imidazo[1,2-α]pyridin-3-yl]biphenyl-4-carbaldehyde). The yield is 83.0%. As a reaction SMILES: Cl[C:2]1[CH:3]=[C:4]([C:9]2[N:13]3[CH:14]=[CH:15][C:16]([C:19]([OH:22])([CH3:21])[CH3:20])=[C:17]([F:18])[C:12]3=[N:11][CH:10]=2)[CH:5]=[CH:6][C:7]=1[F:8].[CH:23]([C:25]1[CH:30]=[CH:29][C:28](B(O)O)=[CH:27][CH:26]=1)=[O:24]>>[F:8][C:7]1[CH:6]=[CH:5][C:4]([C:9]2[N:13]3[CH:14]=[CH:15][C:16]([C:19]([OH:22])([CH3:21])[CH3:20])=[C:17]([F:18])[C:12]3=[N:11][CH:10]=2)=[CH:3][C:2]=1[C:28]1[CH:29]=[CH:30][C:25]([CH:23]=[O:24])=[CH:26][CH:27]=1. Procedure: 2-[3-(3-Chloro-4-fluorophenyl)-8-fluoroimidazo[1,2-α]pyridin-7-yl]-propan-2-ol and 4-formylbenzeneboronic acid were coupled in the same way as in Example 30 to give 2′-fluoro-5′-[8-fluoro-7-(1-hydroxy-1-methylethyl)imidazo[1,2-α]pyridin-3-yl]biphenyl-4-carbaldehyde as an off-white solid (100 mg, 83%): m/z (ES+) 393 [MH+]. The reactants are O=P12OP3(=O)OP(=O)(O1)OP(=O)(O2)O3 (phosphorus pentoxide), P(O)(O)(O)=O (orthophosphoric acid), COC1=CC=C(C(=O)NCCCC(=O)O)C=C1 (4-(p-methoxybenzoylamino)butyric acid). Conditions: temperature 50 celsius. Yields the product COC1=CC=C(C(=O)N2C(CCC2)=O)C=C1 (1-(p-methoxybenzoyl)-2-pyrrolidinone). Reaction SMILES: O=P12OP3(OP(OP(O3)(O1)=O)(=O)O2)=O.P(=O)(O)(O)O.[CH3:20][O:21][C:22]1[CH:36]=[CH:35][C:25]([C:26]([NH:28][CH2:29][CH2:30][CH2:31][C:32](O)=[O:33])=[O:27])=[CH:24][CH:23]=1>>[CH3:20][O:21][C:22]1[CH:36]=[CH:35][C:25]([C:26]([N:28]2[CH2:29][CH2:30][CH2:31][C:32]2=[O:33])=[O:27])=[CH:24][CH:23]=1. Procedure: 10 g. of phosphorus pentoxide and 6 ml. of orthophosphoric acid (at least 85%) are warmed with one another. 2.0 g. of 4-(p-methoxybenzoylamino)butyric acid are added at room temperature to the resulting solution. The mixture is warmed to 50° C. for 60 minutes, subsequently treated with ice and extracted with ethyl acetate. The organic phase is washed first with cold water, then with cold sodium bicarbonate solution and finally again with water and dried over sodium sulfate. The residue is tritur... Starting materials: OC1=C(C(=O)O)C=CC=N1 (2-hydroxy-nicotinic acid), [OH-].[K+] (potassium -hydroxide), CO (methanol), ICCCC (1-iodobutane). Solvent: O (water), O (water), Cl (HCl). Run at temperature 60 celsius. Yields the product C(CCC)N1C(C(=CC=C1)C(=O)O)=O (1-butyl-2-oxo-1,2-dihydropyridine-3-carboxylic acid). Isolated yield 38.5%. RXN SMILES: [OH:1][C:2]1[N:10]=[CH:9][CH:8]=[CH:7][C:3]=1[C:4]([OH:6])=[O:5].[OH-].[K+].CO.I[CH2:16][CH2:17][CH2:18][CH3:19]>O.Cl>[CH2:16]([N:10]1[CH:9]=[CH:8][CH:7]=[C:3]([C:4]([OH:6])=[O:5])[C:2]1=[O:1])[CH2:17][CH2:18][CH3:19] |f:1.2|. Procedure details: To a solution of 2-hydroxy-nicotinic acid (0.50 g, 3.59 mmol) and potassium -hydroxide (0.40 g, 7.13 mmol) in 4:1 methanol: water (6 mL) at room temperature, was added 1-iodobutane (0.74 mL, 6.42 mmol). This solution was heated at 60° C. for 30 minutes, then cooled to room temperature and diluted with water and 1N HCl. The resulting solid was filtered and dried to give the title compound (0.27 g, 39%). MS (DCI/NH3) m/z 196 (M+H)+; 1H NMR (300 MHz, DMSO-d6) δ 0.91 (m, 3 H) 1.30 (m, 2 H) 1.69 (m, ...